Dataset: the Open Reaction Database (ORD), a public repository of structured organic reaction records. Task: describe an organic reaction: reactants, conditions, products, and yield The reactants are [Si](C)(C)(C(C)(C)C)OCC=1C=C(OCC=2C=C(C=CC2)C(CCCC(CC)(O)CC)C)C=CC1CO[Si](C)(C)C(C)(C)C (7-{3-[3,4-bis-(tert-butyldimethylsilanyloxymethyl)phenoxymethyl]phenyl}-3-ethyloctan-3-ol), [F-].C(CCC)[N+](CCCC)(CCCC)CCCC (tetrabutylammonium fluoride). The product is OCC=1C=C(OCC=2C=C(C=CC2)C(CCCC(CC)(O)CC)C)C=CC1CO (7-[3-{3,4-bis-Hydroxymethylphenoxymethyl)phenyl]-3-ethyloctan-3-ol). As a reaction SMILES: [Si]([O:8][CH2:9][C:10]1[CH:11]=[C:12]([CH:32]=[CH:33][C:34]=1[CH2:35][O:36][Si](C(C)(C)C)(C)C)[O:13][CH2:14][C:15]1[CH:16]=[C:17]([CH:21]([CH3:31])[CH2:22][CH2:23][CH2:24][C:25]([CH2:29][CH3:30])([OH:28])[CH2:26][CH3:27])[CH:18]=[CH:19][CH:20]=1)(C(C)(C)C)(C)C.[F-].C([N+](CCCC)(CCCC)CCCC)CCC>>[OH:8][CH2:9][C:10]1[CH:11]=[C:12]([CH:32]=[CH:33][C:34]=1[CH2:35][OH:36])[O:13][CH2:14][C:15]1[CH:16]=[C:17]([CH:21]([CH3:31])[CH2:22][CH2:23][CH2:24][C:25]([CH2:29][CH3:30])([OH:28])[CH2:26][CH3:27])[CH:18]=[CH:19][CH:20]=1 |f:1.2|. Reported procedure: In a manner similar to Example 3(i), by reacting 230 mg (0.36 mmol) of 7-{3-[3,4-bis-(tert-butyldimethylsilanyloxymethyl)phenoxymethyl]phenyl}-3-ethyloctan-3-ol with 1.2 ml of tetrabutylammonium fluoride, a colourless oil (m=110 mg; Y=75%) is obtained.